From a dataset of the Open Reaction Database (ORD), a public repository of structured organic reaction records. describe an organic reaction: reactants, conditions, products, and yield Starting materials: [N+](=O)([O-])C=1C=C(C(O)=CC1)O (4-nitrocatechol), C(C)(=O)OCC (ethyl acetate), FC(C(=O)O)(F)F (trifluoroacetic acid). Reagents/catalysts: [Pd] (palladium). Run in CCOCC (ether). Product: FC(C(=O)O)(F)F.NC=1C=C(C(O)=CC1)O (4-Aminocatechol trifluoroacetate). Reaction SMILES: [N+:1]([C:4]1[CH:5]=[C:6]([OH:11])[C:7](=[CH:9][CH:10]=1)[OH:8])([O-])=O.C(OCC)(=O)C.[F:18][C:19]([F:24])([F:23])[C:20]([OH:22])=[O:21]>[Pd].CCOCC>[F:18][C:19]([F:24])([F:23])[C:20]([OH:22])=[O:21].[NH2:1][C:4]1[CH:5]=[C:6]([OH:11])[C:7](=[CH:9][CH:10]=1)[OH:8] |f:5.6|. Procedure: A solution of 7.76 g (50.0 mmol) of 4-nitrocatechol in 350 ml of ethyl acetate containing 38.5 ml (50.0 mmol) of trifluoroacetic acid was hydrogenated in the presence of 3.4 g of palladium (10%) on charcoal for 40 minutes. The catalyst was filtered off and the filtrate was evaporated iin vacuo to leave a residue which was stirred with dry ether, collected by suction and dried in vacuo (over potassium hydroxide); yield: 11.3 g; melting point 145°-154° C., dec. Starting materials: C(C)OC=C(C(C)=O)C(C)=O (3-(ethoxymethylene)pentane-2,4-dione), Cl.N(N)CC(=O)OCC (ethyl hydrazinoacetate hydrochloride), Cl (HCl). Run in CO (MeOH), CO (MeOH). Conditions: time 24 hour. Product: C(C)(=O)C=1C=NN(C1C)CC(=O)OC (Methyl 2-(4-acetyl-5-methyl-1H-pyrazol-1-yl)acetate). Isolated yield 51.0%. As a reaction SMILES: C(O[CH:4]=[C:5]([C:9](=[O:11])[CH3:10])[C:6](=O)[CH3:7])C.Cl.[NH:13]([CH2:15][C:16]([O:18][CH2:19]C)=[O:17])[NH2:14].Cl>CO>[C:9]([C:5]1[CH:4]=[N:14][N:13]([CH2:15][C:16]([O:18][CH3:19])=[O:17])[C:6]=1[CH3:7])(=[O:11])[CH3:10] |f:1.2|. Reported procedure: To a solution of 3-(ethoxymethylene)pentane-2,4-dione (Perkin 1. 2000, 1455-1460, 1.95 g, 12.5 mmol) in MeOH (33 mL) was added a solution of ethyl hydrazinoacetate hydrochloride (2.09 g, 13.5 mmol) and conc.HCl (2.6 ml) in MeOH (10 ml) (pre-cooled to 0° C.) dropwise at −15° C. The resulting mixture was then stirred for 24 hours at room temperature. After removal of the solvent at room temperature, the residue was basified with 2N NaOH aq, and the aqueous layer was extracted several times with Et...